From a dataset of the Open Reaction Database (ORD), a public repository of structured organic reaction records. describe an organic reaction: reactants, conditions, products, and yield Starting materials: FC1=CC=C(C=C1)NC(NC1=CC=C(C=C1)C1=NOC(=C1)C(=O)O)=O (3-{4-[3-(4-fluoro-phenyl)-ureido]-phenyl}-isoxazole-5-carboxylic acid), Cl.COC([C@H](CC(C)C)N)=O ((S)-2-amino-4-methyl-pentanoic acid methyl ester hydrochloride), [K+].[Br-] (KBr). The product is COC([C@H](CC(C)C)NC(=O)C1=CC(=NO1)C1=CC=C(C=C1)NC(=O)NC1=CC=C(C=C1)F)=O ((S)-2-[(3-{4-[3-(4-Fluoro-phenyl)-ureido]-phenyl}-isoxazole-5-carbonyl)-amino]-4-methyl-pentanoic acid methyl ester). Isolated yield 69.5%. Reaction SMILES: [F:1][C:2]1[CH:7]=[CH:6][C:5]([NH:8][C:9](=[O:25])[NH:10][C:11]2[CH:16]=[CH:15][C:14]([C:17]3[CH:21]=[C:20]([C:22](O)=[O:23])[O:19][N:18]=3)=[CH:13][CH:12]=2)=[CH:4][CH:3]=1.Cl.[CH3:27][O:28][C:29](=[O:36])[C@@H:30]([NH2:35])[CH2:31][CH:32]([CH3:34])[CH3:33].[K+].[Br-]>>[CH3:27][O:28][C:29](=[O:36])[C@@H:30]([NH:35][C:22]([C:20]1[O:19][N:18]=[C:17]([C:14]2[CH:13]=[CH:12][C:11]([NH:10][C:9]([NH:8][C:5]3[CH:4]=[CH:3][C:2]([F:1])=[CH:7][CH:6]=3)=[O:25])=[CH:16][CH:15]=2)[CH:21]=1)=[O:23])[CH2:31][CH:32]([CH3:34])[CH3:33] |f:1.2,3.4|. Procedure details: The title compound was prepared from 3-{4-[3-(4-fluoro-phenyl)-ureido]-phenyl}-isoxazole-5-carboxylic acid and (S)-2-amino-4-methyl-pentanoic acid methyl ester hydrochloride using the procedure as set forth in Example 5 and was obtained in 69.5% yield. Mass (ES+): 469 (M++1); IR (KBr): 3312 (br), 2960, 1743, 1665 (br), 1612, 1597, 1542 (br), 1508; 1H NMR (DMSO-d6) δ: 0.85, 0.90 (2×d, 6H), 1.59 (m, 2H), 1.79 (m, 1H), 3.64 (s, 3H), 4.47 (m, 1H), 7.11 (t, 1H), 7.45 (m, 2H), 7.58 (d, 2H), 7.60 (s, 1... Reactants: C(C1=CC=CC=C1)C1N(CCCC2=C1C=C(C=C2)OCCNS(=O)(=O)C=2N=CN(C2)C)C(=O)OCC (ethyl 1-benzyl-8-(2-(1-methyl-1H-imidazole-4-sulfonamido)ethoxy)-4,5-dihydro-1H-benzo[c]azepine-2(3H)-carboxylate). Solvent: [OH-].[K+] (potassium hydroxide), C(C)O (ethanol), [Cl-].[Na+].O (brine). Run at temperature 100 celsius. Yields the product C(C1=CC=CC=C1)C1NCCCC2=C1C=C(C=C2)OCCNS(=O)(=O)C=2N=CN(C2)C (N-(2-(1-benzyl-2,3,4,5-tetrahydro-1H-benzo[c]azepin-8-yloxy)ethyl)-1-methyl-1H-imidazole-4-sulfonamide). Isolated yield 76.3%. As a reaction SMILES: [CH2:1]([CH:8]1[C:14]2[CH:15]=[C:16]([O:19][CH2:20][CH2:21][NH:22][S:23]([C:26]3[N:27]=[CH:28][N:29]([CH3:31])[CH:30]=3)(=[O:25])=[O:24])[CH:17]=[CH:18][C:13]=2[CH2:12][CH2:11][CH2:10][N:9]1C(OCC)=O)[C:2]1[CH:7]=[CH:6][CH:5]=[CH:4][CH:3]=1>[OH-].[K+].C(O)C.[Cl-].[Na+].O>[CH2:1]([CH:8]1[C:14]2[CH:15]=[C:16]([O:19][CH2:20][CH2:21][NH:22][S:23]([C:26]3[N:27]=[CH:28][N:29]([CH3:31])[CH:30]=3)(=[O:25])=[O:24])[CH:17]=[CH:18][C:13]=2[CH2:12][CH2:11][CH2:10][NH:9]1)[C:2]1[CH:3]=[CH:4][CH:5]=[CH:6][CH:7]=1 |f:1.2,4.5.6|. Procedure: 0.11 mmol of ethyl 1-benzyl-8-(2-(1-methyl-1H-imidazole-4-sulfonamido)ethoxy)-4,5-dihydro-1H-benzo[c]azepine-2(3H)-carboxylate were dissolved in a solution of potassium hydroxide in ethanol (20%). The solution was heated in the microwave at 100° C. for 3 h. The mixture was diluted with brine and extracted with ethyl acetate (3×). The combined organic layers were concentrated in vacuo to give 96 mg of crude material that was purified by flash chromatography to yield 37 mg of N-(2-(1-benzyl-2,3,4,... The reactants are ClC=1N=C(NC1CC)C(=O)NC1=CC2=C(N(CCO2)CC=2C=C(C(=O)OC)C=CC2)C=C1 (Methyl 3-[(7-{[(4-chloro-5-ethyl-1H-imidazol-2-yl)carbonyl]amino}-2,3-dihydro-4H-1,4-benzoxazin-4-yl)methyl]benzoate), [OH-].[Li+] (lithium hydroxide), CO (methanol). Run in O1CCCC1 (tetrahydrofuran). The product is ClC=1N=C(NC1CC)C(=O)NC1=CC2=C(N(CCO2)CC=2C=C(C(=O)O)C=CC2)C=C1 (3-[(7-{[(4-Chloro-5-ethyl-1H-imidazol-2-yl)carbonyl]amino}-2,3-dihydro-4H-1,4-benzoxazin-4-yl)methyl]benzoic acid). Yield: 71.3%. Reaction SMILES: [Cl:1][C:2]1[N:3]=[C:4]([C:9]([NH:11][C:12]2[CH:32]=[CH:31][C:15]3[N:16]([CH2:20][C:21]4[CH:22]=[C:23]([CH:28]=[CH:29][CH:30]=4)[C:24]([O:26]C)=[O:25])[CH2:17][CH2:18][O:19][C:14]=3[CH:13]=2)=[O:10])[NH:5][C:6]=1[CH2:7][CH3:8].[OH-].[Li+].CO>O1CCCC1>[Cl:1][C:2]1[N:3]=[C:4]([C:9]([NH:11][C:12]2[CH:32]=[CH:31][C:15]3[N:16]([CH2:20][C:21]4[CH:22]=[C:23]([CH:28]=[CH:29][CH:30]=4)[C:24]([OH:26])=[O:25])[CH2:17][CH2:18][O:19][C:14]=3[CH:13]=2)=[O:10])[NH:5][C:6]=1[CH2:7][CH3:8] |f:1.2|. Reported procedure: The same operation as in Example (91d) was performed using methyl 3-[(7-{[(4-chloro-5-ethyl-1H-imidazol-2-yl)carbonyl]amino}-2,3-dihydro-4H-1,4-benzoxazin-4-yl)methyl]benzoate obtained in Example (100c) (0.16 g, 0.35 mmol), 2 N lithium hydroxide (3 mL, 6 mmol), methanol (3 mL) and tetrahydrofuran (8 mL), to obtain 0.11 g of the title compound as a light pink solid (71%). Starting materials: CC(=O)OCCCCS(=O)(=O)NC(C)(C)C, O=C(O)C(F)(F)F. Product: CC(=O)OCCCCS(N)(=O)=O. Reaction SMILES: [C:1]([CH3:2])([CH3:3])([CH3:4])[NH:5][S:6](=[O:7])(=[O:8])[CH2:9][CH2:10][CH2:11][CH2:12][O:13][C:14]([CH3:15])=[O:16].[OH:17][C:18]([C:19]([F:20])([F:21])[F:22])=[O:23]>>[NH2:5][S:6](=[O:7])(=[O:8])[CH2:9][CH2:10][CH2:11][CH2:12][O:13][C:14]([CH3:15])=[O:16]. Reactants: [BH4-], CO, [Ce+3], [Cl-], C=CC(=O)C(Cc1cc(F)cc(F)c1)NC(=O)OC(C)(C)C, [Na+]. Product: C=CC(O)C(Cc1cc(F)cc(F)c1)NC(=O)OC(C)(C)C. RXN SMILES: [BH4-:25].[CH3:27][OH:28].[Ce+3:24].[Cl-:23].[F:1][c:2]1[cH:3][c:4]([CH2:5][CH:6]([C:7]([CH:8]=[CH2:9])=[O:10])[NH:11][C:12]([O:13][C:14]([CH3:15])([CH3:16])[CH3:17])=[O:18])[cH:19][c:20]([F:22])[cH:21]1.[Na+:26]>>[F:1][c:2]1[cH:3][c:4]([CH2:5][CH:6]([CH:7]([CH:8]=[CH2:9])[OH:10])[NH:11][C:12]([O:13][C:14]([CH3:15])([CH3:16])[CH3:17])=[O:18])[cH:19][c:20]([F:22])[cH:21]1. The reactants are COc1ccc2ncccc2c1Br, C1CNCCN1, CC(C)(C)[O-], Cc1ccccc1C, [Na+], O. The product is COc1ccc2ncccc2c1N1CCNCC1. RXN SMILES: [Br:1][c:2]1[c:3]2[cH:4][cH:5][cH:6][n:7][c:8]2[cH:9][cH:10][c:11]1[O:12][CH3:13].[CH2:14]1[CH2:15][NH:16][CH2:17][CH2:18][NH:19]1.[CH3:20][C:21]([CH3:22])([O-:23])[CH3:24].[CH3:26][c:27]1[c:28]([CH3:29])[cH:30][cH:31][cH:32][cH:33]1.[Na+:25].[OH2:34]>>[c:2]1([N:16]2[CH2:15][CH2:14][NH:19][CH2:18][CH2:17]2)[c:3]2[cH:4][cH:5][cH:6][n:7][c:8]2[cH:9][cH:10][c:11]1[O:12][CH3:13]. The reactants are ClC1=NC2=CC=C(C=C2C=C1C(=O)O)Cl (2,6-dichloroquinoline-3-carboxylic acid), NC(CC1=CNC2=CC=CC=C12)C(=O)O (DL-tryptophan). Yields the product C(=O)(O)C(CC1=CNC2=CC=CC=C12)NC1=NC2=CC=C(C=C2C=C1C(=O)O)Cl (2-[1-Carboxy-2-(1H-indol-3-yl)-ethylamino]-6-chloro-quinoline-3-carboxylic acid). Isolated yield 42.0%. As a reaction SMILES: Cl[C:2]1[C:11]([C:12]([OH:14])=[O:13])=[CH:10][C:9]2[C:4](=[CH:5][CH:6]=[C:7]([Cl:15])[CH:8]=2)[N:3]=1.[NH2:16][CH:17]([C:28]([OH:30])=[O:29])[CH2:18][C:19]1[C:27]2[C:22](=[CH:23][CH:24]=[CH:25][CH:26]=2)[NH:21][CH:20]=1>>[C:28]([CH:17]([NH:16][C:2]1[C:11]([C:12]([OH:14])=[O:13])=[CH:10][C:9]2[C:4](=[CH:5][CH:6]=[C:7]([Cl:15])[CH:8]=2)[N:3]=1)[CH2:18][C:19]1[C:27]2[C:22](=[CH:23][CH:24]=[CH:25][CH:26]=2)[NH:21][CH:20]=1)([OH:30])=[O:29]. Procedure details: In close analogy to the procedure described in Example 1, 2,6-dichloroquinoline-3-carboxylic acid is reacted with DL-tryptophan to provide the title compound in 42% yield as yellow needles (recrystallization from isopropanol). Starting materials: CC(=O)OC(C)(C)C, O=C([O-])O, [Li]CCCC, COC(=O)CCCCCCc1ccc2c(n1)NCCC2, CC(C)NC(C)C, [Na+], C1CCOC1. Product: CC(C)(C)OC(=O)CC(=O)CCCCCCc1ccc2c(n1)NCCC2. RXN SMILES: [C:13]([CH3:14])(=[O:15])[O:16][C:17]([CH3:18])([CH3:19])[CH3:20].[C:41](=[O:42])([O-:43])[OH:44].[CH2:8]([Li:9])[CH2:10][CH2:11][CH3:12].[CH3:21][O:22][C:23]([CH2:24][CH2:25][CH2:26][CH2:27][CH2:28][CH2:29][c:30]1[n:31][c:32]2[c:37]([cH:38][cH:39]1)[CH2:36][CH2:35][CH2:34][NH:33]2)=[O:40].[CH:1]([NH:2][CH:3]([CH3:4])[CH3:5])([CH3:6])[CH3:7].[Na+:45].[O:46]1[CH2:47][CH2:48][CH2:49][CH2:50]1>>[C:13]([CH2:14][C:23](=[O:22])[CH2:24][CH2:25][CH2:26][CH2:27][CH2:28][CH2:29][c:30]1[n:31][c:32]2[c:37]([cH:38][cH:39]1)[CH2:36][CH2:35][CH2:34][NH:33]2)(=[O:15])[O:16][C:17]([CH3:18])([CH3:19])[CH3:20]. The reactants are Cl.C(C1=CC=CC=C1)N1CCC(CC1)OCC(=O)O (2-(1-Benzylpiperidin-4-oxy)acetic acid, hydrochloride), S(=O)(Cl)Cl (thionyl chloride). The solvent is C(Cl)(Cl)Cl (chloroform). Run at time 8 hour. Yields the product Cl.C(CCC)NC(COC1CCN(CC1)CC1=CC=CC=C1)=O (N-n-butyl-2-(1-benzylpiperidin-4-oxy)acetamide, hydrochloride). RXN SMILES: Cl.[CH2:2]([N:9]1[CH2:14][CH2:13][CH:12]([O:15][CH2:16][C:17]([OH:19])=O)[CH2:11][CH2:10]1)[C:3]1[CH:8]=[CH:7][CH:6]=[CH:5][CH:4]=1.S(Cl)([Cl:22])=O>C(Cl)(Cl)Cl>[ClH:22].[CH2:2]([NH:9][C:17](=[O:19])[CH2:16][O:15][CH:12]1[CH2:11][CH2:10][N:9]([CH2:2][C:3]2[CH:4]=[CH:5][CH:6]=[CH:7][CH:8]=2)[CH2:14][CH2:13]1)[CH2:3][CH2:4][CH3:5] |f:0.1,4.5|. Procedure details: 2-(1-Benzylpiperidin-4-oxy)acetic acid, hydrochloride, (7.0 g) and thionyl chloride (5 ml) in dry chloroform (100 ml) were heated under reflux for 21/2 hours. The solvent was evaporated in vacuo and the resulting acid chloride taken up in chloroform (50 ml) and added dropwise to a solution of n-butylamine (5 ml) in chloroform (50 ml) with stirring at 0°. The solution was stirred at 0° for 4 hours then left at room temperature overnight. The chloroform solution was washed with water (3×50 ml), so... The reactants are C(C)(C)(C)OC(NC1=C(C=C(C=C1)OC(F)(F)F)N)=O ((2-amino-4-trifluoromethoxy-phenyl)-carbamic acid tert-butyl ester), C(C)(C)(C)OC(CC(=O)C1=CC(=CC=C1)C=1C=NC(=CC1)OC)=O (3-[3-(6-methoxy-pyridin-3-yl)-phenyl]-3-oxo-propionic acid tert-butyl ester). Yields the product C(C)(C)(C)OC(NC1=C(C=C(C=C1)OC(F)(F)F)NC(CC(=O)C1=CC(=CC=C1)C=1C=NC(=CC1)OC)=O)=O ((2-{3-[3-(6-Methoxy-pyridin-3-yl)-phenyl]-3-oxo-propionylamino}-4-trifluoromethoxy-phenyl)-carbamic acid tert-butyl ester), foam. Isolated yield 71.0%. Reaction SMILES: [C:1]([O:5][C:6](=[O:20])[NH:7][C:8]1[CH:13]=[CH:12][C:11]([O:14][C:15]([F:18])([F:17])[F:16])=[CH:10][C:9]=1[NH2:19])([CH3:4])([CH3:3])[CH3:2].C([O:25][C:26](=O)[CH2:27][C:28]([C:30]1[CH:35]=[CH:34][CH:33]=[C:32]([C:36]2[CH:37]=[N:38][C:39]([O:42][CH3:43])=[CH:40][CH:41]=2)[CH:31]=1)=[O:29])(C)(C)C>>[C:1]([O:5][C:6](=[O:20])[NH:7][C:8]1[CH:13]=[CH:12][C:11]([O:14][C:15]([F:18])([F:17])[F:16])=[CH:10][C:9]=1[NH:19][C:26](=[O:25])[CH2:27][C:28]([C:30]1[CH:35]=[CH:34][CH:33]=[C:32]([C:36]2[CH:37]=[N:38][C:39]([O:42][CH3:43])=[CH:40][CH:41]=2)[CH:31]=1)=[O:29])([CH3:4])([CH3:2])[CH3:3]. Reported procedure: The title compound was prepared from (2-amino-4-trifluoromethoxy-phenyl)-carbamic acid tert-butyl ester (Example J26) (219 mg, 0.75 mmol) and 3-[3-(6-methoxy-pyridin-3-yl)-phenyl]-3-oxo-propionic acid tert-butyl ester (Example K10) (246 mg, 0.75 mmol) according to the general procedure M. Obtained as an orange foam (226 mg, 71%).